From a dataset of the Open Reaction Database (ORD), a public repository of structured organic reaction records. describe an organic reaction: reactants, conditions, products, and yield Reactants: C(C)(=O)O (acetic acid), C(C1=CC=CC=C1)OC(=O)NC1=NN(C(=C1)C(=O)OC1=CC=CC=C1)C1=NC=CC=C1Cl (phenyl 3-benzyloxycarbonylamino-1-(3-chloropyridin-2-yl)-1H-5-pyrazolecarboxylate). The reagents and catalysts are [Pd] (Pd—C). The solvent is [H][H] (hydrogen). The product is NC1=NN(C(=C1)C(=O)OC1=CC=CC=C1)C1=NC=CC=C1Cl (phenyl 3-amino-1-(3-chloropyridin-2-yl)-1H-5-pyrazolecarboxylate). Isolated yield 52.3%. RXN SMILES: C(O)(=O)C.C(OC([NH:15][C:16]1[CH:20]=[C:19]([C:21]([O:23][C:24]2[CH:29]=[CH:28][CH:27]=[CH:26][CH:25]=2)=[O:22])[N:18]([C:30]2[C:35]([Cl:36])=[CH:34][CH:33]=[CH:32][N:31]=2)[N:17]=1)=O)C1C=CC=CC=1>[H][H].[Pd]>[NH2:15][C:16]1[CH:20]=[C:19]([C:21]([O:23][C:24]2[CH:25]=[CH:26][CH:27]=[CH:28][CH:29]=2)=[O:22])[N:18]([C:30]2[C:35]([Cl:36])=[CH:34][CH:33]=[CH:32][N:31]=2)[N:17]=1. Procedure details: 0.6 g of a 10% Pd—C powder was added to an acetic acid (50 ml) solution comprising 3.0 g of phenyl 3-benzyloxycarbonylamino-1-(3-chloropyridin-2-yl)-1H-5-pyrazolecarboxylate obtained by repeatedly carrying out the above step (5), followed by stirring in hydrogen atmosphere at room temperature for 12 hours. The reaction solution was subjected to filtration with celite, and then the filtrate and the liquid obtained after washing the celite were concentrated under reduced pressure. The residue was ... The reactants are BrC1=C(C=O)C=CC=C1 (2-bromobenzaldehyde), C(CO)O (ethylene glycol), C1(=CC=C(C=C1)S(=O)(=O)O)C (p-toluenesulfonic acid), C(CO)O (ethylene glycol). Solvent: C1(=CC=CC=C1)C (toluene). Conditions: time 4 hour. Yields the product BrC1=C(C=CC=C1)C1OCCO1 (2-(2-bromophenyl)-1,3-dioxolane). RXN SMILES: [Br:1][C:2]1[CH:9]=[CH:8][CH:7]=[CH:6][C:3]=1[CH:4]=[O:5].[CH2:10](O)[CH2:11][OH:12].C1(C)C=CC(S(O)(=O)=O)=CC=1>C1(C)C=CC=CC=1>[Br:1][C:2]1[CH:9]=[CH:8][CH:7]=[CH:6][C:3]=1[CH:4]1[O:12][CH2:11][CH2:10][O:5]1. Reported procedure: To a solution of 50.0 g of 2-bromobenzaldehyde in 50 ml of toluene was added ;b 25.0 ml of ethylene glycol plus 500 mg of p-toluenesulfonic acid. The mixture was heated at reflux with a Dean Stark Trap for 18 hours. Then an additional 10 ml of ethylene glycol was added to the mixture and reflux was continued for 4 hours longer. The solvent was evaporated in vacuo and the residue was dissolved in ether. The organic solution was washed with 5% sodium bicarbonate, dried over magnesium sulfate and f...